This data is from the Open Reaction Database (ORD), a public repository of structured organic reaction records. The task is: describe an organic reaction: reactants, conditions, products, and yield The reactants are O(C1=CC=CC=C1)C(=O)N[C@@H](CC1=CC=CC=C1)C(=O)O (N-phenoxycarbonyl-L-phenylalanine), C1(=CC=CC=C1)O (phenol). Run in CC(CC)=O (2-butanone). Reaction conditions: temperature 80 celsius, time 8 hour. Product: C(=O)(O)N[C@@H](CC1=CC=CC=C1)C(=O)OC([C@@H](NC(=O)O)CC1=CC=CC=C1)=O (N-carboxy-phenylalanine anhydride). Yield: 99.0%. As a reaction SMILES: [O:1]([C:8]([NH:10][C@H:11]([C:19]([OH:21])=[O:20])[CH2:12][C:13]1[CH:18]=[CH:17][CH:16]=[CH:15][CH:14]=1)=[O:9])C1C=CC=CC=1.[C:22]1(O)[CH:27]=[CH:26][CH:25]=[CH:24][CH:23]=1>CC(=O)CC>[C:8]([NH:10][C@H:11]([C:19]([O:21][C:19](=[O:20])[C@H:11]([CH2:12][C:13]1[CH:14]=[CH:15][CH:16]=[CH:17][CH:18]=1)[NH:10][C:8]([OH:1])=[O:9])=[O:20])[CH2:12][C:22]1[CH:27]=[CH:26][CH:25]=[CH:24][CH:23]=1)([OH:9])=[O:1]. Procedure details: Under a nitrogen atmosphere, a solution prepared by dissolving 571 mg (2 mmol) of N-phenoxycarbonyl-L-phenylalanine and 184 mg (2 mmol) of phenol in 20 mL of 2-butanone was charged into a two-necked round bottom flask having a volume of 100 mL and mounted with a Dimroth condenser, and was then stirred at 80° C. for 8 hours. The fact that N-carboxy-phenylalanine anhydride was obtained in a yield of 99% or more was confirmed by subjecting the reaction mixture to NMR determination.